From a dataset of the Open Reaction Database (ORD), a public repository of structured organic reaction records. describe an organic reaction: reactants, conditions, products, and yield Reactants: ClC1=CC=C(CN2C(=NC=3N(C(NC(C23)=O)=O)C)OC2=CC(=CC=C2)OC(F)(F)F)C=C1 (7-(4-chlorobenzyl)-3-methyl-8-(3-(trifluoromethoxy)phenoxy)-1H-purine-2,6(3H,7H)-dione), C([O-])([O-])=O.[K+].[K+] (potassium carbonate), ClC1=CC=C(CN2C(=NC=3N(C(NC(C23)=O)=O)C)OC2=CC(=CC=C2)OC(F)(F)F)C=C1 (7-(4-chlorobenzyl)-3-methyl-8-(3-(trifluoromethoxy)phenoxy)-1H-purine-2,6(3H,7H)-dione), BrCCC(=O)OC(C)(C)C (tert-butyl 3-bromopropanoate). Run in CN(C)C=O (DMF), O (water). Reaction conditions: temperature 100 celsius. The product is ClC1=CC=C(CN2C(=NC=3N(C(N(C(C23)=O)CCC(=O)OC(C)(C)C)=O)C)OC2=CC(=CC=C2)OC(F)(F)F)C=C1 (tert-butyl 3-(7-(4-chlorobenzyl)-3-methyl-2,6-dioxo-8-(3-(trifluoromethoxy)phenoxy)-2,3,6,7-tetrahydro-1H-purin-1-yl)propanoate). Isolated yield 40.8%. As a reaction SMILES: [Cl:1][C:2]1[CH:32]=[CH:31][C:5]([CH2:6][N:7]2[C:15]3[C:14](=[O:16])[NH:13][C:12](=[O:17])[N:11]([CH3:18])[C:10]=3[N:9]=[C:8]2[O:19][C:20]2[CH:25]=[CH:24][CH:23]=[C:22]([O:26][C:27]([F:30])([F:29])[F:28])[CH:21]=2)=[CH:4][CH:3]=1.Br[CH2:34][CH2:35][C:36]([O:38][C:39]([CH3:42])([CH3:41])[CH3:40])=[O:37].C(=O)([O-])[O-].[K+].[K+]>CN(C=O)C.O>[Cl:1][C:2]1[CH:3]=[CH:4][C:5]([CH2:6][N:7]2[C:15]3[C:14](=[O:16])[N:13]([CH2:34][CH2:35][C:36]([O:38][C:39]([CH3:42])([CH3:41])[CH3:40])=[O:37])[C:12](=[O:17])[N:11]([CH3:18])[C:10]=3[N:9]=[C:8]2[O:19][C:20]2[CH:25]=[CH:24][CH:23]=[C:22]([O:26][C:27]([F:30])([F:28])[F:29])[CH:21]=2)=[CH:31][CH:32]=1 |f:2.3.4|. Reported procedure: 7-(4-Chlorobenzyl)-3-methyl-8-(3-(trifluoromethoxy)-1H-purine-2,6(3H,7H)-dione (0.50 g, 1.07 mmol, intermediate 9), tert-butyl 3-bromopropanoate (0.22 mL, 1.29 mmol) and potassium carbonate (0.22 g, 1.61 mmol) were combined in DMF (5 mL) and heated at 100° C. for 24 h. The reaction was cooled, diluted with water (100 mL) and extracted with ethyl acetate (3×75 mL). The combined extracts were washed with 1N lithium chloride (2×50 mL), dried with magnesium sulfate, filtered and the solvent was remo... Reactants: C1(=CC=CC=C1)C(Cl)SC(C1=CC=CC=C1)Cl (phenylchloromethyl sulfide), C(C)(CC)C1=C2C(NS(=O)(=O)C2=CC(=C1)OC)=O (4-sec-butyl-6-methoxysaccharin), CC(C)([O-])C.[K+] (potassium t-butoxide), C1(=CC=CC=C1)C (toluene). Reagents/catalysts: [Br-].C(CCC)[N+](CCCC)(CCCC)CCCC (tetrabutylammonium bromide). The product is C1(=CC=CC=C1)SCN1S(=O)(=O)C2=CC(=CC(=C2C1=O)C(C)CC)OC (2-phenylthiomethyl-4-sec-butyl-6-methoxysaccharin). The yield is 60.0%. RXN SMILES: [CH:1]([C:5]1[CH:15]=[C:14]([O:16][CH3:17])[CH:13]=[C:12]2[C:6]=1[C:7](=[O:18])[NH:8][S:9]2(=[O:11])=[O:10])([CH2:3][CH3:4])[CH3:2].CC(C)([O-])C.[K+].C1([CH:31]([S:33]C(Cl)C2C=CC=CC=2)Cl)C=CC=CC=1.[C:42]1(C)[CH:47]=[CH:46][CH:45]=[CH:44][CH:43]=1>[Br-].C([N+](CCCC)(CCCC)CCCC)CCC>[C:42]1([S:33][CH2:31][N:8]2[C:7](=[O:18])[C:6]3[C:12](=[CH:13][C:14]([O:16][CH3:17])=[CH:15][C:5]=3[CH:1]([CH2:3][CH3:4])[CH3:2])[S:9]2(=[O:10])=[O:11])[CH:47]=[CH:46][CH:45]=[CH:44][CH:43]=1 |f:1.2,5.6|. Procedure: A mixture of 4-sec-butyl-6-methoxysaccharin (3 g), toluene, potassium t-butoxide (1.4 g), and tetrabutylammonium bromide (0.4 g) was brought to reflux and phenylchloromethyl sulfide (1.8 mL) was added. The reaction mixture was refluxed for about 27 hours, the solvent was removed in vacuo, the residue was extracted with ethyl acetate, washed with brine and dried over Na2SO4. The solvent was removed in vacuo and the residue was purified by column chromatography on silica eluting with 10% ethyl ace... The reactants are COC(CNC1=CC=C(C=C1)N1C(=NC(=C1)C1=C(C=C(C=C1)Cl)Cl)CC1=CC=C(C=C1)Br)=O ({4-[2-(4-Bromo-benzyl)-4-(2,4-dichloro-phenyl)-imidazol-1-yl]-phenylamino}-acetic acid methyl ester), C(CC)C1=CC=C(C=C1)B(O)O (4-n-propyl-phenyl boronic acid). The product is COC(CNC1=CC=C(C=C1)N1C(=NC(=C1)C1=C(C=C(C=C1)Cl)Cl)CC1=CC=C(C=C1)C1=CC=C(C=C1)CCC)=O ({4-[4-(2,4-dichloro-phenyl)-2-(4′-propyl-biphenyl-4-ylmethyl)-imidazol-1-yl]-phenylamino}-acetic acid methyl ester). RXN SMILES: [CH3:1][O:2][C:3](=[O:33])[CH2:4][NH:5][C:6]1[CH:11]=[CH:10][C:9]([N:12]2[CH:16]=[C:15]([C:17]3[CH:22]=[CH:21][C:20]([Cl:23])=[CH:19][C:18]=3[Cl:24])[N:14]=[C:13]2[CH2:25][C:26]2[CH:31]=[CH:30][C:29](Br)=[CH:28][CH:27]=2)=[CH:8][CH:7]=1.[CH2:34]([C:37]1[CH:42]=[CH:41][C:40](B(O)O)=[CH:39][CH:38]=1)[CH2:35][CH3:36]>>[CH3:1][O:2][C:3](=[O:33])[CH2:4][NH:5][C:6]1[CH:11]=[CH:10][C:9]([N:12]2[CH:16]=[C:15]([C:17]3[CH:22]=[CH:21][C:20]([Cl:23])=[CH:19][C:18]=3[Cl:24])[N:14]=[C:13]2[CH2:25][C:26]2[CH:31]=[CH:30][C:29]([C:40]3[CH:41]=[CH:42][C:37]([CH2:34][CH2:35][CH3:36])=[CH:38][CH:39]=3)=[CH:28][CH:27]=2)=[CH:8][CH:7]=1. Reported procedure: {4-[2-(4-Bromo-benzyl)-4-(2,4-dichloro-phenyl)-imidazol-1-yl]-phenylamino}-acetic acid methyl ester (1.8 g, 3.3 mmol) was coupled with 4-n-propyl-phenyl boronic acid (659 m g, 4.0 mmol) according to general procedure G to give {4-[4-(2,4-dichloro-phenyl)-2-(4′-propyl-biphenyl-4-ylmethyl)-imidazol-1-yl]-phenylamino}-acetic acid methyl ester. Reagents/catalysts: O[C@H](C)[C@@H]1[C@@H]2N(C(=C([C@@H]2C)C2=CN3C(S2)=C(N=C3)C(CC)=O)C(=O)OCOC(C(C)(C)C)=O)C1=O (Pivaloyloxymethyl (1S,5R,6S)-6-((1R)-1-hydroxyethyl)-1-methyl-2-(7-propionylimidazo[5,1-b]thiazol-2-yl)-1-carbapen-2-em-3-carboxylate). Conditions: time 10 minute. Isolated yield 78.8%. Yields the product BrC1=NC(=C2SC(=CN21)C=2[C@@H]([C@H]1N(C2C(=O)OCC2=CC=C(C=C2)[N+](=O)[O-])C([C@@H]1[C@@H](C)O)=O)C)SC (4-nitrobenzyl (1S,5R,6S)-2-(5-bromo-7-methylthioimidazo[5,1-b]thiazol-2-yl)-6-((1R)-1-hydroxyethyl)-1-methyl-1-carbapen-2-em-3-carboxylate). Reactants: ClCCl (Dichloromethane), O[C@H](C)[C@@H]1[C@@H]2N(C(=C([C@@H]2C)C2=CN3C(S2)=C(N=C3)SC)C(=O)OCC3=CC=C(C=C3)[N+](=O)[O-])C1=O (4Nitrobenzyl (1S,5R,6S)-6-((1R)-1-hydroxyethyl)-1-methyl-2-(7-methylthioimidazo-[5,1-b]thiazol-2-yl)-1-carbapen-2-em-3-carboxylate), BrN1C(CCC1=O)=O (N-bromosuccinimide), 2′-azobis(isobutyronitrile). The solvent is [Cl-].[Na+].O (brine), C1=CC=CC=C1 (benzene). As a reaction SMILES: [OH:1][C@@H:2]([C@H:4]1[C:34](=[O:35])[N:6]2[C:7]([C:21]([O:23][CH2:24][C:25]3[CH:30]=[CH:29][C:28]([N+:31]([O-:33])=[O:32])=[CH:27][CH:26]=3)=[O:22])=[C:8]([C:11]3[S:15][C:14]4=[C:16]([S:19][CH3:20])[N:17]=[CH:18][N:13]4[CH:12]=3)[C@H:9]([CH3:10])[C@H:5]12)[CH3:3].[Br:36]N1C(=O)CCC1=O.ClCCl>C1C=CC=CC=1.[Cl-].[Na+].O.O[C@@H]([C@H]1C(=O)N2C(C(OCOC(=O)C(C)(C)C)=O)=C(C3SC4=C(C(=O)CC)N=CN4C=3)[C@H](C)[C@H]12)C>[Br:36][C:18]1[N:13]2[C:14]([S:15][C:11]([C:8]3[C@H:9]([CH3:10])[C@@H:5]4[C@@H:4]([C@H:2]([OH:1])[CH3:3])[C:34](=[O:35])[N:6]4[C:7]=3[C:21]([O:23][CH2:24][C:25]3[CH:26]=[CH:27][C:28]([N+:31]([O-:33])=[O:32])=[CH:29][CH:30]=3)=[O:22])=[CH:12]2)=[C:16]([S:19][CH3:20])[N:17]=1 |f:4.5.6|. Procedure: 4Nitrobenzyl (1S,5R,6S)-6-((1R)-1-hydroxyethyl)-1-methyl-2-(7-methylthioimidazo-[5,1-b]thiazol-2-yl)-1-carbapen-2-em-3-carboxylate (77 mg) was dissolved in 5 ml of benzene at room temperature. N-bromosuccinimide (33 mg) and 5 mg of 2, 2′-azobis(isobutyronitrile) were added to the solution. The mixture was stirred for 10 min. Dichloromethane (10 ml) and 10 ml of semisaturated brine were added thereto, followed by separation. The organic layer was dried over anhydrous magnesium sulfate. The solven... Reactants: CCCCCBr, Cc1nonc1CCl, O=C1Nc2ccccc2C12COc1cc3c(cc12)OCCO3, O=C1Nc2ccccc2C12COc1cc3c(cc12)OCCO3. Yields the product Cc1nonc1CN1C(=O)C2(COc3cc4c(cc32)OCCO4)c2ccccc21. Reaction SMILES: [Br:53][CH2:54][CH2:55][CH2:56][CH2:57][CH3:58].[Cl:45][CH2:46][c:47]1[n:48][o:49][n:50][c:51]1[CH3:52].[NH:1]1[C:2](=[O:22])[C:3]2([CH2:4][O:5][c:6]3[cH:7][c:8]4[c:9]([cH:14][c:15]32)[O:10][CH2:11][CH2:12][O:13]4)[c:16]2[cH:17][cH:18][cH:19][cH:20][c:21]21.[NH:23]1[c:24]2[c:25]([cH:26][cH:27][cH:28][cH:29]2)[C:30]2([c:31]3[c:32]([cH:33][c:34]4[c:39]([cH:40]3)[O:38][CH2:37][CH2:36][O:35]4)[O:41][CH2:42]2)[C:43]1=[O:44]>>[N:1]1([CH2:46][c:47]2[n:48][o:49][n:50][c:51]2[CH3:52])[C:2](=[O:22])[C:3]2([CH2:4][O:5][c:6]3[cH:7][c:8]4[c:9]([cH:14][c:15]32)[O:10][CH2:11][CH2:12][O:13]4)[c:16]2[cH:17][cH:18][cH:19][cH:20][c:21]21. Starting materials: C1COCCN1, ClCCl, O=S(=O)(Cl)c1ccc(F)cc1. The product is O=S(=O)(c1ccc(F)cc1)N1CCOCC1. As a reaction SMILES: [CH2:12]1[CH2:13][O:14][CH2:15][CH2:16][NH:17]1.[CH2:18]([Cl:19])[Cl:20].[F:1][c:2]1[cH:3][cH:4][c:5]([S:8](=[O:9])(=[O:10])[Cl:11])[cH:6][cH:7]1>>[F:1][c:2]1[cH:3][cH:4][c:5]([S:8](=[O:9])(=[O:10])[N:17]2[CH2:12][CH2:13][O:14][CH2:15][CH2:16]2)[cH:6][cH:7]1. Starting materials: C(C)(C)OC=1C=C2C=CC=C(C2=CC1)C (6-isopropoxy-1-methyl-naphthalene), BrN1C(CCC1=O)=O (N-bromosuccinimide). The product is BrCC1=CC=CC2=CC(=CC=C12)OC(C)C (1-bromomethyl-6-isopropoxy-naphthalene). As a reaction SMILES: [CH:1]([O:4][C:5]1[CH:6]=[C:7]2[C:12](=[CH:13][CH:14]=1)[C:11]([CH3:15])=[CH:10][CH:9]=[CH:8]2)([CH3:3])[CH3:2].[Br:16]N1C(=O)CCC1=O>>[Br:16][CH2:15][C:11]1[C:12]2[C:7](=[CH:6][C:5]([O:4][CH:1]([CH3:3])[CH3:2])=[CH:14][CH:13]=2)[CH:8]=[CH:9][CH:10]=1. Procedure: Using general procedure A (Exp. 1.3.), 6-isopropoxy-1-methyl-naphthalene was reacted with N-bromosuccinimide to give 1-bromomethyl-6-isopropoxy-naphthalene as colorless oil. MS: 279.1 ([M−H]−). Starting materials: C(C=C)(=O)OC (methyl acrylate), IC1=NN(C2=CC=C(C=C12)NS(=O)(=O)C1=C(C=CC=C1)S(=O)(=O)C)C(=O)OC(C)(C)C (tert-butyl 3-iodo-5-(2-methylsulfonylbenzenesulfonylamino)indazole-1-carboxylate), C(C)(C)N(CC)C(C)C (diisopropylethylamine), [Cl-].[Li+] (lithium chloride). Reagents/catalysts: C(C)(=O)[O-].[Pd+2].C(C)(=O)[O-] (palladium acetate). Run in CN(C=O)C (dimethylformamide), O (water). Conditions: temperature 60 celsius, time 1 hour. The product is CS(=O)(=O)C1=C(C=CC=C1)S(=O)(=O)NC=1C=C2C(=NN(C2=CC1)C(=O)OC(C)(C)C)/C=C/C(=O)OC (methyl (E)-3-[5(2-methylsulfonylbenzenesulfonylamino)-1-tert-butoxycarbonylindazol-3-yl]acrylate). Reaction SMILES: [C:1]([O:5][CH3:6])(=[O:4])[CH:2]=[CH2:3].I[C:8]1[C:16]2[C:11](=[CH:12][CH:13]=[C:14]([NH:17][S:18]([C:21]3[CH:26]=[CH:25][CH:24]=[CH:23][C:22]=3[S:27]([CH3:30])(=[O:29])=[O:28])(=[O:20])=[O:19])[CH:15]=2)[N:10]([C:31]([O:33][C:34]([CH3:37])([CH3:36])[CH3:35])=[O:32])[N:9]=1.C(N(C(C)C)CC)(C)C.[Cl-].[Li+]>CN(C)C=O.C([O-])(=O)C.[Pd+2].C([O-])(=O)C.O>[CH3:30][S:27]([C:22]1[CH:23]=[CH:24][CH:25]=[CH:26][C:21]=1[S:18]([NH:17][C:14]1[CH:15]=[C:16]2[C:11](=[CH:12][CH:13]=1)[N:10]([C:31]([O:33][C:34]([CH3:37])([CH3:36])[CH3:35])=[O:32])[N:9]=[C:8]2/[CH:3]=[CH:2]/[C:1]([O:5][CH3:6])=[O:4])(=[O:19])=[O:20])(=[O:29])=[O:28] |f:3.4,6.7.8|. Reported procedure: Methyl (E)-3-[5(2-methylsulfonylbenzenesulfonylamino)-1-tert-butoxycarbonylindazol-3-yl]acrylate can be obtained in the following way: 74 μL methyl acrylate are added dropwise to a solution, maintained under an atmosphere of argon and at a temperature in the region of 20° C., of 500 mg of tert-butyl 3-iodo-5-(2-methylsulfonylbenzenesulfonylamino)indazole-1-carboxylate, 1.2 ml of diisopropylethylamine, 121 mg of lithium chloride, 11.6 mg of palladium acetate in 15 ml of anhydrous dimethylformamid...